From a dataset of the Open Reaction Database (ORD), a public repository of structured organic reaction records. describe an organic reaction: reactants, conditions, products, and yield Reactants: [Br-], C1CCOC1, [Mg+]C1CC1, [Cl-], [NH4+], CON(C)C(=O)c1sc(NC(=O)c2ccncc2)nc1-c1ccco1. Yields the product O=C(Nc1nc(-c2ccco2)c(C(=O)C2CC2)s1)c1ccncc1. RXN SMILES: [Br-:26].[CH2:33]1[O:34][CH2:35][CH2:36][CH2:37]1.[CH:27]1([Mg+:30])[CH2:28][CH2:29]1.[Cl-:31].[NH4+:32].[o:1]1[c:2](-[c:6]2[n:7][c:8]([NH:17][C:18](=[O:19])[c:20]3[cH:21][cH:22][n:23][cH:24][cH:25]3)[s:9][c:10]2[C:11]([N:12]([O:13][CH3:14])[CH3:15])=[O:16])[cH:3][cH:4][cH:5]1>>[o:1]1[c:2](-[c:6]2[n:7][c:8]([NH:17][C:18](=[O:19])[c:20]3[cH:21][cH:22][n:23][cH:24][cH:25]3)[s:9][c:10]2[C:11](=[O:16])[CH:27]2[CH2:28][CH2:29]2)[cH:3][cH:4][cH:5]1. Reactants: BrCCCCBr, O=C1NC(=O)c2ccccc21, [K], CN(C)C=O. Yields the product O=C1c2ccccc2C(=O)N1CCCCBr. Reaction SMILES: [Br:13][CH2:14][CH2:15][CH2:16][CH2:17][Br:18].[C:1]1(=[O:11])[c:2]2[c:3]([cH:7][cH:8][cH:9][cH:10]2)[C:4](=[O:6])[NH:5]1.[K:12].[O:19]=[CH:20][N:21]([CH3:22])[CH3:23]>>[C:1]1(=[O:11])[c:2]2[c:3]([cH:7][cH:8][cH:9][cH:10]2)[C:4](=[O:6])[N:5]1[CH2:17][CH2:16][CH2:15][CH2:14][Br:13].